This data is from the Open Reaction Database (ORD), a public repository of structured organic reaction records. The task is: describe an organic reaction: reactants, conditions, products, and yield The reactants are S(O)(O)(=O)=O (sulphuric acid), C(C(C)(C)C)(=O)C#N (pivaloyl cyanide), C([O-])([O-])=O.[Na+].[Na+] (sodium carbonate). The reagents and catalysts are [Cl-].[NH4+] (ammonium chloride). Solvent: O (water), O (water). Run at time 12 hour. The product is CC(C(C(=O)N)=O)(C)C (trimethylpyruvic acid amide). The yield is 51.2%. Reaction SMILES: [C:1]([C:7]#[N:8])(=[O:6])[C:2]([CH3:5])([CH3:4])[CH3:3].S(=O)(=O)(O)[OH:10].C(=O)([O-])[O-].[Na+].[Na+]>O.[Cl-].[NH4+]>[CH3:3][C:2]([CH3:5])([CH3:4])[C:1](=[O:6])[C:7]([NH2:8])=[O:10] |f:2.3.4,6.7|. Procedure details: 55.5 g (0.5 mole) of pivaloyl cyanide and 2 g of ammonium chloride were introduced into a 500 ml three-necked flask. The mixture was cooled to -5° to 0° C. and 100 ml of concentrated sulphuric acid was added dropwise at this temperature. 18 ml (1 mole) of water were then added dropwise, also at -5° to 0° C. The reaction mixture was subsequently stirred at -5° to 0° C. for 12 hours and was then poured onto a solution of 350 g of sodium carbonate in 600 ml of water. It was extracted twice with 300... Starting materials: IC (Iodomethane), C(C1=CC=CC=C1)N1CCC(CC1)=O (1-Benzylpiperid-4-one), [H-].[Na+] (sodium hydride), suspension, O1CCCC1 (tetrahydrofuran). Run at temperature 60 celsius. Product: C(C1=CC=CC=C1)N1CC(C(CC1)=O)(C)C (1-Benzyl-3,3-dimethylpiperid-4-one). RXN SMILES: [CH2:1]([N:8]1[CH2:13]CC(=O)[CH2:10][CH2:9]1)[C:2]1[CH:7]=[CH:6][CH:5]=[CH:4][CH:3]=1.[H-].[Na+].I[CH3:18].[O:19]1[CH2:23][CH2:22][CH2:21]C1>>[CH2:1]([N:8]1[CH2:9][CH2:10][C:23](=[O:19])[C:22]([CH3:21])([CH3:18])[CH2:13]1)[C:2]1[CH:7]=[CH:6][CH:5]=[CH:4][CH:3]=1 |f:1.2|. Reported procedure: 1-Benzylpiperid-4-one (9.45 g, 8.92 mL, 49.98 mmol, 1.0 eq) was added to a suspension of sodium hydride (3.50 g of a 60% suspension in oil, 87.50 mmol, 1.75 eq) in tetrahydrofuran (100 mL). Iodomethane (9.84 g, 3.93 mL, 62.96 mmol, 1.26 eq) was added and the reaction heated to 60° C. for 5 hours. The reaction was filtered and the filtrate concentrated. The residue was partitioned between EtOAc (150 mL) and water (150 mL). The aqueous phase was extracted with EtOAc (150 mL). The organics were com... Reactants: [BH4-], O=C1Cc2c(Cl)cccc2N1, [Na+], C1COCCO1, O=C(O)C(F)(F)F. The product is Clc1cccc2c1CCN2. As a reaction SMILES: [BH4-:12].[Cl:1][c:2]1[c:3]2[c:7]([cH:8][cH:9][cH:10]1)[NH:6][C:5](=[O:11])[CH2:4]2.[Na+:13].[O:21]1[CH2:22][CH2:23][O:24][CH2:25][CH2:26]1.[OH:14][C:15]([C:16]([F:17])([F:18])[F:19])=[O:20]>>[Cl:1][c:2]1[c:3]2[c:7]([cH:8][cH:9][cH:10]1)[NH:6][CH2:5][CH2:4]2. Run at time 12 hour. Reactants: C(C1=CC=CC=C1)OC(=O)NCCC(=O)O (N-[(benzyloxy)carbonyl]beta-alanine), C(C)(C)(C)OC(NCCC[C@@H](CN)NC(=O)OC(C)(C)C)=O (tert-Butyl{(4S)-5-amino-4-[(tert-butoxycarbonyl)amino]pentyl}carbamate), C(CCl)Cl (EDC), C=1C=CC2=C(C1)N=NN2O (HOBt). Run in CN(C=O)C (dimethylformamide). As a reaction SMILES: [CH2:1]([O:8][C:9]([NH:11][CH2:12][CH2:13][C:14]([OH:16])=O)=[O:10])[C:2]1[CH:7]=[CH:6][CH:5]=[CH:4][CH:3]=1.[C:17]([O:21][C:22](=[O:38])[NH:23][CH2:24][CH2:25][CH2:26][C@H:27]([NH:30][C:31]([O:33][C:34]([CH3:37])([CH3:36])[CH3:35])=[O:32])[CH2:28][NH2:29])([CH3:20])([CH3:19])[CH3:18].C(Cl)CCl.C1C=CC2N(O)N=NC=2C=1>CN(C)C=O>[CH2:1]([O:8][C:9](=[O:10])[NH:11][CH2:12][CH2:13][C:14]([NH:29][CH2:28][C@@H:27]([NH:30][C:31]([O:33][C:34]([CH3:37])([CH3:36])[CH3:35])=[O:32])[CH2:26][CH2:25][CH2:24][NH:23][C:22]([O:21][C:17]([CH3:19])([CH3:20])[CH3:18])=[O:38])=[O:16])[C:2]1[CH:3]=[CH:4][CH:5]=[CH:6][CH:7]=1. Yields the product C(C1=CC=CC=C1)OC(NCCC(=O)NC[C@H](CCCNC(=O)OC(C)(C)C)NC(=O)OC(C)(C)C)=O (Benzyl[3-({(2S)-2,5-bis[(tert-butoxycarbonyl)amino]pentyl}amino)-3-oxopropyl]carbamate). Procedure details: Under argon, 0.10 g (0.45 mmol) of N-[(benzyloxy)carbonyl]beta-alanine and 0.185 g (0.58 mmol) of tert-butyl{(4S)-5-amino-4-[(tert-butoxycarbonyl)amino]pentyl}carbamate (Example 86A) are dissolved in 6 ml of dimethylformamide. Then, at 0° C. (ice bath), 0.112 g (0.58 mmol) of EDC and 0.018 g (0.134 mmol) of HOBt are added. The mixture is warmed slowly to RT and stirred at RT for 12 h. The solution is concentrated in vacuo and the residue is taken up with ethyl acetate. The organic phase is washe... Reactants: Cl.C1(=CC=CC=C1)C=1C(=NC=2N(C1)N=CC2)C2=CC=C(C=C2)CN2CCC(CC2)C2=NNC(=N2)C2=NC=CC=C2 (6-phenyl-5-(4-{[4-(5-pyridin-2-yl-1H-1,2,4-triazol-3-yl)piperidin-1-yl]methyl}phenyl)pyrazolo[1,5-a]pyrimidine hydrochloride), ClN1C(CCC1=O)=O (N-chlorosuccinimide). Run in C(Cl)(Cl)Cl (chloroform). Product: ClC=1C=NN2C1N=C(C(=C2)C2=CC=CC=C2)C2=CC=C(C=O)C=C2 (4-(3-Chloro-6-phenylpyrazolo[1,5-a]pyrimidin-5-yl)benzaldehyde). Reaction SMILES: [ClH:1].[C:2]1([C:8]2[C:9]([C:17]3C=CC(CN4CCC(C5N=C(C6C=CC=CN=6)NN=5)CC4)=[CH:19][CH:18]=3)=[N:10][C:11]3[N:12]([N:14]=[CH:15][CH:16]=3)[CH:13]=2)[CH:7]=[CH:6][CH:5]=[CH:4][CH:3]=1.ClN1[C:46](=[O:47])[CH2:45][CH2:44][C:43]1=O>C(Cl)(Cl)Cl>[Cl:1][C:16]1[CH:15]=[N:14][N:12]2[CH:13]=[C:8]([C:2]3[CH:7]=[CH:6][CH:5]=[CH:4][CH:3]=3)[C:9]([C:17]3[CH:43]=[CH:44][C:45]([CH:46]=[O:47])=[CH:19][CH:18]=3)=[N:10][C:11]=12 |f:0.1|. Procedure details: 0.4 g 6-phenylpyrazolo[1,5-a]pyrimidin-5-yl)benzaldehyde (prepared as described under example 19) and 0.19 g N-chlorosuccinimide are refluxed in 10 ml chloroform for 5 d. The solvent is removed by distillation and the crude product is purified by chromatography on silica gel (dichloromethane/ethyl acetate). The reactants are Cl (HCl), N1CCCC1 (Pyrrolidine), FC=1C(=C(C=CC1)C(C)=O)O (1-(3-Fluoro-2-hydroxyphenyl)ethanone), O1CCC(CC1)=O (tetrahydro-4h-pyran-4-one). Run in C1(=CC=CC=C1)C (toluene). Reaction conditions: time 1 hour. Product: FC=1C=CC=C2C(CC3(CCOCC3)OC12)=O (8-Fluoro-2′,3′,5′,6′-tetrahydrospiro[chromene-2,4′-pyran]-4(3H)-one). Yield: 47.8%. Reaction SMILES: N1CCCC1.[F:6][C:7]1[C:8]([OH:16])=[C:9]([C:13](=[O:15])[CH3:14])[CH:10]=[CH:11][CH:12]=1.[O:17]1[CH2:22][CH2:21][C:20](=O)[CH2:19][CH2:18]1.Cl>C1(C)C=CC=CC=1>[F:6][C:7]1[CH:12]=[CH:11][CH:10]=[C:9]2[C:8]=1[O:16][C:20]1([CH2:21][CH2:22][O:17][CH2:18][CH2:19]1)[CH2:14][C:13]2=[O:15]. Procedure: Pyrrolidine (4.8 ml, 58 mmol) was added to a stirred solution of 1-(3-fluoro-2-hydroxyphenyl)ethanone (28) (5.9 g, 39 mmol) and tetrahydro-4h-pyran-4-one (4.6 ml, 50 mmol) in toluene (40 mL) at rt. After the exotherm subsided, the reaction mixture was stirred at rt for 1 h. then subjected to Dean-Stark reflux conditions for 6 h. The reaction mixture was cooled, poured into ice and 2 N HCl aqueous solution, and extracted with EtOAc (2×). The combined organics were washed with 2 N HCl aqueous solu... Reactants: CN(C)C=O, BrC1CCCC1, [H-], [Na+], O, COc1ccc(C=O)cc1O. Yields the product COc1ccc(C=O)cc1OC1CCCC1. RXN SMILES: [CH3:20][N:21]([CH3:22])[CH:23]=[O:24].[CH:14]1([Br:19])[CH2:15][CH2:16][CH2:17][CH2:18]1.[H-:12].[Na+:13].[OH2:25].[OH:1][c:2]1[cH:3][c:4]([CH:5]=[O:6])[cH:7][cH:8][c:9]1[O:10][CH3:11]>>[O:1]([c:2]1[cH:3][c:4]([CH:5]=[O:6])[cH:7][cH:8][c:9]1[O:10][CH3:11])[CH:14]1[CH2:15][CH2:16][CH2:17][CH2:18]1. The reactants are BrC1=CC=C(C=C1)O (4-bromophenol), [H-].[Na+] (sodium hydride), O (water), C(C=C)Cl (allylchloride). Solvent: O1CCCC1 (tetrahydrofuran), CN(C=O)C (dimethylformamide), CCCCCC (hexane). Run at time 3 hour. Yields the product C(C=C)OC1=CC=C(C=C1)Br (allyl-(4-bromophenyl)ether). Reaction SMILES: [Br:1][C:2]1[CH:7]=[CH:6][C:5]([OH:8])=[CH:4][CH:3]=1.[H-].[Na+].[CH2:11](Cl)[CH:12]=[CH2:13].O>O1CCCC1.CN(C)C=O.CCCCCC>[CH2:13]([O:8][C:5]1[CH:6]=[CH:7][C:2]([Br:1])=[CH:3][CH:4]=1)[CH:12]=[CH2:11] |f:1.2|. Reported procedure: A solution of 4-bromophenol (1 mol) in tetrahydrofuran (500 mL) was added to a slurry of sodium hydride (1.17 mol) in dimethylformamide (1.2 L) at 25° C. After complete reaction allylchloride (1.32 mol) was added and after stirring for a further 3 h at 45° the product was isolated with water and hexane. Distillation gave allyl-(4-bromophenyl)ether. bp. 65°-67° at 0.1 mm (82%). This material was heated at 195° with dimethylanaline for 4 hours and then distilled to yield 2-allyl-4-bromophenol (0.8... Yield: 44.3%. Reaction SMILES: [NH2:1][C:2]1[S:3][CH:4]=[CH:5][N:6]=1.C(O[CH:10]=[C:11]([S:21]([C:24]1[CH:29]=[CH:28][CH:27]=[CH:26][CH:25]=1)(=[O:23])=[O:22])[S:12]([C:15]1[CH:20]=[CH:19][CH:18]=[CH:17][CH:16]=1)(=[O:14])=[O:13])C>CC(N(C)C)=O>[C:15]1([S:12]([C:11]([S:21]([C:24]2[CH:25]=[CH:26][CH:27]=[CH:28][CH:29]=2)(=[O:23])=[O:22])=[CH:10][NH:1][C:2]2[S:3][CH:4]=[CH:5][N:6]=2)(=[O:13])=[O:14])[CH:16]=[CH:17][CH:18]=[CH:19][CH:20]=1. Reported procedure: A solution of 2-aminothiazole (0.5 g) and 2-ethoxy-1,1-bis(phenylsulphonyl)ethene (1.76 g) in dimethylacetamide (20 ml) was heated at reflux for 3.5 hours. The solution was cooled and poured onto ice (200 g) and then the resulting buff precipitate was filtered off, washed with water and dried in vacuo over phosphorous pentoxide. Recrystallisation from ethyl acetate gave 1,1-bis(phenylsulphonyl)-2-(thiazol-2-ylamino)ethene (0.9 g), m.p. 189°-191° C. Starting materials: NC=1SC=CN1 (2-aminothiazole), C(C)OC=C(S(=O)(=O)C1=CC=CC=C1)S(=O)(=O)C1=CC=CC=C1 (2-ethoxy-1,1-bis(phenylsulphonyl)ethene). The solvent is CC(=O)N(C)C (dimethylacetamide). Yields the product C1(=CC=CC=C1)S(=O)(=O)C(=CNC=1SC=CN1)S(=O)(=O)C1=CC=CC=C1 (1,1-bis(phenylsulphonyl)-2-(thiazol-2-ylamino)ethene). Procedure: A pressure glass reaction flask which included top threads for a screw cap lid can be fitted with a magnetic stirrer, charged with 6e, glycine (about 3 molar equivalents), methanol, and a sodium methoxide solution (with 1.2 molar eqivalents NaOCH3) and sealed. The reaction can then be heated to 110° C. for at least 6 h during which time the reaction forms a yellow suspension. The reaction can then be cooled to 20-25° C. and evaluated by HPLC. The reaction can be continued until less than 1% 6e r... Reactants: OC1=C(N=C(C2=CC=C(C=C12)OC1=CC=C(C=C1)OC)C)C(=O)OC (methyl 4-hydroxy-1-methyl-6-(4-methoxy-phenoxy)-isoquinoline-3-carboxylate), OC1=C(N=C(C2=CC=C(C=C12)OC1=CC=C(C=C1)OC)C)C(=O)OC (methyl 4-hydroxy-1-methyl-6-(4-methoxy-phenoxy)-isoquinoline-3-carboxylate), NCC(=O)O (glycine), C[O-].[Na+] (sodium methoxide). RXN SMILES: [OH:1][C:2]1[C:11]2[C:6](=[CH:7][CH:8]=[C:9]([O:12][C:13]3[CH:18]=[CH:17][C:16]([O:19][CH3:20])=[CH:15][CH:14]=3)[CH:10]=2)[C:5]([CH3:21])=[N:4][C:3]=1[C:22](OC)=[O:23].[NH2:26][CH2:27][C:28]([OH:30])=[O:29].C[O-].[Na+]>CO>[OH:1][C:2]1[C:11]2[C:6](=[CH:7][CH:8]=[C:9]([O:12][C:13]3[CH:14]=[CH:15][C:16]([O:19][CH3:20])=[CH:17][CH:18]=3)[CH:10]=2)[C:5]([CH3:21])=[N:4][C:3]=1[C:22]([NH:26][CH2:27][C:28]([OH:30])=[O:29])=[O:23] |f:2.3|. Conditions: temperature 110 celsius. Run in CO (methanol). Yields the product OC1=C(N=C(C2=CC=C(C=C12)OC1=CC=C(C=C1)OC)C)C(=O)NCC(=O)O (2-[4-hydroxy-1-methyl-6-(4-methoxy-phenoxy)-isoquinoline-3-carboxamido]acetic acid).